This data is from the Open Reaction Database (ORD), a public repository of structured organic reaction records. The task is: describe an organic reaction: reactants, conditions, products, and yield Starting materials: O=C(O)c1ccc2c(c1)C(=O)OC2=O, CO, Nc1ccc(C(=O)O)cc1, O. The product is O=C(O)c1ccc(N2C(=O)c3ccc(C(=O)O)cc3C2=O)cc1. RXN SMILES: [C:1](=[O:2])([OH:3])[c:4]1[cH:5][c:6]2[c:7]([cH:13][cH:14]1)[C:8](=[O:9])[O:10][C:11]2=[O:12].[CH3:25][OH:26].[NH2:15][c:16]1[cH:17][cH:18][c:19]([C:20](=[O:21])[OH:22])[cH:23][cH:24]1.[OH2:27]>>[C:1](=[O:2])([OH:3])[c:4]1[cH:5][c:6]2[c:7]([cH:13][cH:14]1)[C:8](=[O:10])[N:15]([c:16]1[cH:17][cH:18][c:19]([C:20](=[O:21])[OH:22])[cH:23][cH:24]1)[C:11]2=[O:12]. Starting materials: BrCCCOC=1C=C2CCC(C2=CC1OC)=O (5-(3-bromo-propoxy)-6-methoxy-indan-1-one), BrCCCOC=1C=C2CCC(C2=CC1OC)=O (5-(3-bromo-propoxy)-6-methoxy-indan-1-one), N1CCCC1 (pyrrolidine). Yields the product COC1=C(C=C2CCC(C2=C1)=O)OCCCN1CCCC1 (6-Methoxy-5-(3-pyrrolidin-1-yl-propoxy)-indan-1-one). Run in COCCOC (DME). Reaction SMILES: Br[CH2:2][CH2:3][CH2:4][O:5][C:6]1[CH:7]=[C:8]2[C:12](=[CH:13][C:14]=1[O:15][CH3:16])[C:11](=[O:17])[CH2:10][CH2:9]2.[NH:18]1[CH2:22][CH2:21][CH2:20][CH2:19]1>COCCOC>[CH3:16][O:15][C:14]1[CH:13]=[C:12]2[C:8]([CH2:9][CH2:10][C:11]2=[O:17])=[CH:7][C:6]=1[O:5][CH2:4][CH2:3][CH2:2][N:18]1[CH2:22][CH2:21][CH2:20][CH2:19]1. Procedure details: A mixture of 5-(3-bromo-propoxy)-6-methoxy-indan-1-one (Intermediate J) (2.0 g, 0.0066 mole) and pyrrolidine (1.7 mL, 0.02 mole) was stirred in 50 mL of DME (1,2-Dimethoxyethane) at room temperature overnight under Argon. The reaction was quenched with water (150 mL) and made acidic with 1N HCl (50 mL). The water solution was washed with ethyl acetate, made basic with 3N NaOH (25 mL) and extracted with ethyl acetate. After washing with brine and drying over sodium sulfate, the solvent was remove... Reactants: CC(=O)O[BH-](OC(C)=O)OC(C)=O, ClCCCl, O=C1CCN(C(=O)C(F)(F)F)CC1OCC(F)F, NCc1ccccc1, [Na+]. Yields the product O=C(N1CCC(NCc2ccccc2)C(OCC(F)F)C1)C(F)(F)F. RXN SMILES: [C:27]([O:28][BH-:29]([O:30][C:31](=[O:32])[CH3:33])[O:34][C:35](=[O:36])[CH3:37])(=[O:38])[CH3:39].[Cl:41][CH2:42][CH2:43][Cl:44].[F:1][CH:2]([CH2:3][O:4][CH:5]1[CH2:6][N:7]([C:12]([C:13]([F:14])([F:15])[F:16])=[O:17])[CH2:8][CH2:9][C:10]1=[O:11])[F:18].[NH2:19][CH2:20][c:21]1[cH:22][cH:23][cH:24][cH:25][cH:26]1.[Na+:40]>>[F:1][CH:2]([CH2:3][O:4][CH:5]1[CH2:6][N:7]([C:12]([C:13]([F:14])([F:15])[F:16])=[O:17])[CH2:8][CH2:9][CH:10]1[NH:19][CH2:20][c:21]1[cH:22][cH:23][cH:24][cH:25][cH:26]1)[F:18].